Dataset: the Open Reaction Database (ORD), a public repository of structured organic reaction records. Task: describe an organic reaction: reactants, conditions, products, and yield The reactants are CCN(C(C)C)C(C)C (DIEA), C(C(C)C)N([C@@H](CCCCNC(CI)=O)C(=O)O)S(=O)(=O)C1=CC=C(C=C1)C (Nα-isobutyl-Nα-(4-methylbenzenesulfonyl)-Nε-iodoacetyl-L-lysine), product, NC1=CC=CC=C1 (aniline). Product: CC1=CC=C(C=C1)S(=O)(=O)N(CC(C)C)[C@@H](CCCCNC(=O)CNC2=CC=CC=C2)C(=O)O (Nα-isobutyl-Nα-(4-methylbenzenesulfonyl)-Nε-(N′α-phenylglycyl)-L-lysine), solid. Isolated yield 48.0%. Reported procedure: The title compound was prepared from Nα-isobutyl-Nα-(4-methylbenzenesulfonyl)-Nε-iodoacetyl-L-lysine (200 mg, 0.38 mmol, product of step B above) by following the indications of general procedure H using DIEA (0.19 mL, 1.09 mmol) and aniline (0.16 mL, 1.76 mmol). The crude material was purified by preparative HPLC. The product was isolated as a solid (90 mg, 48% yield). As a reaction SMILES: [CH2:1]([N:5]([S:19]([C:22]1[CH:27]=[CH:26][C:25]([CH3:28])=[CH:24][CH:23]=1)(=[O:21])=[O:20])[C@H:6]([C:16]([OH:18])=[O:17])[CH2:7][CH2:8][CH2:9][CH2:10][NH:11][C:12](=[O:15])[CH2:13]I)[CH:2]([CH3:4])[CH3:3].CCN(C(C)C)C(C)C.[NH2:38][C:39]1[CH:44]=[CH:43][CH:42]=[CH:41][CH:40]=1>>[CH3:28][C:25]1[CH:26]=[CH:27][C:22]([S:19]([N:5]([C@H:6]([C:16]([OH:18])=[O:17])[CH2:7][CH2:8][CH2:9][CH2:10][NH:11][C:12]([CH2:13][NH:38][C:39]2[CH:44]=[CH:43][CH:42]=[CH:41][CH:40]=2)=[O:15])[CH2:1][CH:2]([CH3:4])[CH3:3])(=[O:21])=[O:20])=[CH:23][CH:24]=1. Procedure details: To a solution of 258 mg of methyl 6-amino-4-(benzyloxy)pyridine-2-carboxylate dissolved in 5 ml of chloroform, 170 mg of tert-butyl nitrate and 210 mg of copper(II) chloride were added, and the mixture was stirred for 6 hours with the light being shut out. Then saturated sodium bicarbonate was added to the resulting reaction mixture, and then the mixture was extracted with ethyl acetate. The organic layer was concentrated under a reduced pressure. The resulting residue was purified by flash chro... As a reaction SMILES: N[C:2]1[N:7]=[C:6]([C:8]([O:10][CH3:11])=[O:9])[CH:5]=[C:4]([O:12][CH2:13][C:14]2[CH:19]=[CH:18][CH:17]=[CH:16][CH:15]=2)[CH:3]=1.[N+]([O-])(OC(C)(C)C)=O.C(=O)(O)[O-].[Na+].C(Cl)(Cl)[Cl:34]>[Cu](Cl)Cl>[CH2:13]([O:12][C:4]1[CH:3]=[C:2]([Cl:34])[N:7]=[C:6]([C:8]([O:10][CH3:11])=[O:9])[CH:5]=1)[C:14]1[CH:19]=[CH:18][CH:17]=[CH:16][CH:15]=1 |f:2.3|. The reactants are [N+](=O)(OC(C)(C)C)[O-] (tert-butyl nitrate), NC1=CC(=CC(=N1)C(=O)OC)OCC1=CC=CC=C1 (methyl 6-amino-4-(benzyloxy)pyridine-2-carboxylate), C(Cl)(Cl)Cl (chloroform), C([O-])(O)=O.[Na+] (sodium bicarbonate). Yields the product C(C1=CC=CC=C1)OC1=CC(=NC(=C1)Cl)C(=O)OC (methyl 4-(benzyloxy)-6-chloropyridine-2-carboxylate). Reaction conditions: time 6 hour. The reagents and catalysts are [Cu](Cl)Cl (copper(II) chloride). The reactants are BrC1=CC=C(C(=O)NC2=C3N=CN(C3=NC=N2)[C@@H]2O[C@@H]([C@H]3OC(O[C@H]32)(C)C)CO)C=C1 (4-bromo-N-{9-[(3aR,4R,6R,6aR)-6-(hydroxymethyl)-2,2-dimethyltetrahydrofuro[3,4-d][1,3]dioxol-4-yl]-9H-purin-6-yl}benzamide), ClS(=O)(=O)N (chlorosulfonamide). Yields the product S(N)(OC[C@H]1O[C@H]([C@@H]([C@@H]1O)O)N1C2=NC=NC(=C2N=C1)NC(C1=CC=C(C=C1)Br)=O)(=O)=O (((2R,3S,4R,5R)-5-{6-[(4-bromobenzoyl)amino]-9H-purin-9-yl}-3,4-dihydroxytetrahydrofuran-2-yl)methyl sulfamate). The yield is 69.0%. Reaction SMILES: [Br:1][C:2]1[CH:31]=[CH:30][C:5]([C:6]([NH:8][C:9]2[N:17]=[CH:16][N:15]=[C:14]3[C:10]=2[N:11]=[CH:12][N:13]3[C@H:18]2[C@H:25]3[C@H:21]([O:22]C(C)(C)[O:24]3)[C@@H:20]([CH2:28][OH:29])[O:19]2)=[O:7])=[CH:4][CH:3]=1.Cl[S:33]([NH2:36])(=[O:35])=[O:34]>>[S:33](=[O:35])(=[O:34])([O:29][CH2:28][C@@H:20]1[C@@H:21]([OH:22])[C@@H:25]([OH:24])[C@H:18]([N:13]2[CH:12]=[N:11][C:10]3[C:14]2=[N:15][CH:16]=[N:17][C:9]=3[NH:8][C:6](=[O:7])[C:5]2[CH:30]=[CH:31][C:2]([Br:1])=[CH:3][CH:4]=2)[O:19]1)[NH2:36]. Reported procedure: Using essentially the same procedure as example 39, step c, 4-bromo-N-{9-[(3aR,4R,6R,6aR)-6-(hydroxymethyl)-2,2-dimethyltetrahydrofuro[3,4-d][1,3]dioxol-4-yl]-9H-purin-6-yl}benzamide (0.305 g, 0.622 mmol) was reacted with chlorosulfonamide, and the product was purified by flash chromatography (50 to 100% EtOAc/hexanes) to afford the title compound (0.243 g, 69%). The reactants are FC=1C=C2C(=C(NC2=CC1)C)C(=O)O (5-fluoro-2-methyl-1H-indole-3-carboxylic acid), NC=1C=CC(=C(C#N)C1)OCC(C)(C)C (5-amino-2-neopentyloxybenzonitrile). Product: C(#N)C=1C=C(C=CC1OCC(C)(C)C)NC(=O)C1=C(NC2=CC=C(C=C12)F)C (N-(3-cyano-4-neopentyloxyphenyl)-5-fluoro-2-methyl-1H-indole-3-carboxamide). Yield: 30.5%. Reaction SMILES: [F:1][C:2]1[CH:3]=[C:4]2[C:8](=[CH:9][CH:10]=1)[NH:7][C:6]([CH3:11])=[C:5]2[C:12]([OH:14])=O.[NH2:15][C:16]1[CH:17]=[CH:18][C:19]([O:24][CH2:25][C:26]([CH3:29])([CH3:28])[CH3:27])=[C:20]([CH:23]=1)[C:21]#[N:22]>>[C:21]([C:20]1[CH:23]=[C:16]([NH:15][C:12]([C:5]2[C:4]3[C:8](=[CH:9][CH:10]=[C:2]([F:1])[CH:3]=3)[NH:7][C:6]=2[CH3:11])=[O:14])[CH:17]=[CH:18][C:19]=1[O:24][CH2:25][C:26]([CH3:28])([CH3:27])[CH3:29])#[N:22]. Procedure details: By the reaction and treatment in the same manner as in Example 6 using 5-fluoro-2-methyl-1H-indole-3-carboxylic acid (1 g) and 5-amino-2-neopentyloxybenzonitrile (1.1 g), the title compound (0.6 g) was obtained. melting point: 169-171° C. Starting materials: CCOC(=O)CCc1c[nH]nc1OCC, CN(C)C=O, Cc1oc(-c2ccccc2)nc1COc1cncc(CCl)c1, [H-], [Na+], O. Product: CCOC(=O)CCc1cn(Cc2cncc(OCc3nc(-c4ccccc4)oc3C)c2)nc1OCC. As a reaction SMILES: [CH2:3]([CH3:4])[O:5][c:6]1[n:7][nH:8][cH:9][c:10]1[CH2:11][CH2:12][C:13](=[O:14])[O:15][CH2:16][CH3:17].[CH3:41][N:42]([CH3:43])[CH:44]=[O:45].[Cl:18][CH2:19][c:20]1[cH:21][n:22][cH:23][c:24]([O:26][CH2:27][c:28]2[n:29][c:30](-[c:34]3[cH:35][cH:36][cH:37][cH:38][cH:39]3)[o:31][c:32]2[CH3:33])[cH:25]1.[H-:1].[Na+:2].[OH2:40]>>[CH2:3]([CH3:4])[O:5][c:6]1[n:7][n:8]([CH2:19][c:20]2[cH:21][n:22][cH:23][c:24]([O:26][CH2:27][c:28]3[n:29][c:30](-[c:34]4[cH:35][cH:36][cH:37][cH:38][cH:39]4)[o:31][c:32]3[CH3:33])[cH:25]2)[cH:9][c:10]1[CH2:11][CH2:12][C:13](=[O:14])[O:15][CH2:16][CH3:17]. Starting materials: NC=1SC(=CN1)C (2-amino-5-methylthiazole), BrCCCOC (1-bromo-3-methoxypropane). Run at temperature 85 celsius, time 5 hour. Yields the product [NH4+].[OH-] (NH4OH), COCCCN1C(SC(=C1)C)=N (3-(3-methoxypropyl)-5-methylthiazol-2(3H)-imine). Reaction SMILES: [NH2:1][C:2]1[S:3][C:4]([CH3:7])=[CH:5][N:6]=1.Br[CH2:9][CH2:10][CH2:11][O:12][CH3:13]>>[NH4+:1].[OH-:12].[CH3:13][O:12][CH2:11][CH2:10][CH2:9][N:6]1[CH:5]=[C:4]([CH3:7])[S:3][C:2]1=[NH:1] |f:2.3|. Procedure: A mixture of 2-amino-5-methylthiazole (0.87 g, 7.6 mmol) and 1-bromo-3-methoxypropane (Matrix, 1.3 g, 8.5 mmol) was warmed to 85° C. and stirred for 5 hours. The mixture was cooled to ambient temperature and the residue was purified via flash column chromatography (SiO2, 10% methanol in ethyl acetate then 9:1:0.1 CH2Cl2:methanol:NH4OH) to provide the title compound. MS (DCI/NH3) m/z 187 (M+H)+. The reactants are ClC=1C=C(C(=O)C=2C(=NC(=CC2)C)NCC)C=CC1 (3-(3-chlorobenzoyl)-2-ethylamino-6-methylpyridine), [H-].[Na+] (sodium hydride), ClC(C(=O)OCC)CCC(=O)[O-] (monoethyl chloroglutarate). Run in CN(C)C=O (DMF). Product: ClC=1C=C(C(=O)C=2C(=NC(=CC2)C)N(C(=O)CCCC(=O)OCC)CC)C=CC1 (ethyl 4-{N-[3-(3-chlorobenzoyl)-6-methylpyridin-2-yl]-N-ethylcarbamoyl}butanoate). RXN SMILES: [Cl:1][C:2]1[CH:3]=[C:4]([CH:17]=[CH:18][CH:19]=1)[C:5]([C:7]1[C:8]([NH:14][CH2:15][CH3:16])=[N:9][C:10]([CH3:13])=[CH:11][CH:12]=1)=[O:6].[H-].[Na+].Cl[CH:23]([CH2:29][CH2:30][C:31]([O-:33])=O)[C:24]([O:26][CH2:27][CH3:28])=[O:25]>CN(C=O)C>[Cl:1][C:2]1[CH:3]=[C:4]([CH:17]=[CH:18][CH:19]=1)[C:5]([C:7]1[C:8]([N:14]([CH2:15][CH3:16])[C:31]([CH2:30][CH2:29][CH2:23][C:24]([O:26][CH2:27][CH3:28])=[O:25])=[O:33])=[N:9][C:10]([CH3:13])=[CH:11][CH:12]=1)=[O:6] |f:1.2|. Procedure: A DMF solution of 3-(3-chlorobenzoyl)-2-ethylamino-6-methylpyridine was treated with 60% sodium hydride and then reacted with monoethyl chloroglutarate under heating. Thereafter, the whole was worked up and purified in a usual manner to obtain ethyl 4-{N-[3-(3-chlorobenzoyl)-6-methylpyridin-2-yl]-N-ethylcarbamoyl}butanoate. The resulting compound was reacted with sodium methoxide in ethanol under heating, then concentrated sulfuric acid was added to the reaction mixture, followed by reaction und...